This data is from the Open Reaction Database (ORD), a public repository of structured organic reaction records. The task is: describe an organic reaction: reactants, conditions, products, and yield Starting materials: C1=CC2CCCCC2n2c3c(c4cnccc42)CCC=C13, CCO, C=CC(C)=O. Yields the product CC(=O)CCC1CCC2C(C=CC3=CCCc4c3n2c2ccncc42)C1. RXN SMILES: [CH2:6]1[CH2:7][CH2:8][CH2:9][CH:10]2[CH:11]=[CH:12][C:13]3=[CH:22][CH2:21][CH2:20][c:19]4[c:14]3[n:15]([c:17]3[c:18]4[cH:23][n:24][cH:25][cH:26]3)[CH:16]12.[CH3:27][CH2:28][OH:29].[CH:1](=[CH2:2])[C:3](=[O:4])[CH3:5]>>[CH2:1]([CH2:2][CH:8]1[CH2:7][CH2:6][CH:16]2[CH:10]([CH2:9]1)[CH:11]=[CH:12][C:13]1=[CH:22][CH2:21][CH2:20][c:19]3[c:14]1[n:15]2[c:17]1[c:18]3[cH:23][n:24][cH:25][cH:26]1)[C:3](=[O:4])[CH3:5].